describe an organic reaction: reactants, conditions, products, and yield From a dataset of the Open Reaction Database (ORD), a public repository of structured organic reaction records. Starting materials: N1=CN=CC(=C1)OC1=NOCC1 (Racemic 3-(pyrimidin-5-yloxy)-4,5-dihydroisoxazole), ClC1=CC(=CC=C1)C(=O)OO (m-chloroperbenzoic acid). Solvent: C(Cl)Cl (methylene chloride). Conditions: time 1 hour. Yields the product N1=CC(=CC=C1)OC1=NOCC1 (3-(pyridin-3-yloxy)-4,5-dihydroisoxazole). Reaction SMILES: N1[CH:6]=[C:5]([O:7][C:8]2[CH2:12][CH2:11][O:10][N:9]=2)[CH:4]=[N:3][CH:2]=1.Cl[C:14]1C=CC=C(C(OO)=O)C=1>C(Cl)Cl>[N:3]1[CH:2]=[CH:14][CH:6]=[C:5]([O:7][C:8]2[CH2:12][CH2:11][O:10][N:9]=2)[CH:4]=1. Procedure: Racemic 3-(pyrimidin-5-yloxy)-4,5-dihydroisoxazole I-132 was dissolved in methylene chloride (0.5 M with respect to isoxazole) after which point m-chloroperbenzoic acid (2.0 equiv) was added in 1 portion and the reaction was allowed to stir at room temperature for 1 h. After the reaction was determined to be complete by LC/MS, the solvent was evaporated. The crude mixture was then redissolved in tert-butylmethyl ether (0.5 M) after which hexane was slowly added until a solid precipitated. The so... Reactants: N (ammonia), C1CCCS1(=O)=O (Tetramethylene sulphone), ClC1=NC=NC(=C1)Cl (4,6-dichloropyrimidine), ClC1=C(N)C=C(C=C1)C (2-Chloro-5-methylaniline). The solvent is C(Cl)Cl (DCM). Reaction conditions: temperature 125 celsius. The product is ClC1=NC=NC(=C1)NC1=C(C=CC(=C1)C)Cl (4-Chloro-6-(2-chloro-5-methylanilino)pyrimidine). Yield: 57.4%. As a reaction SMILES: C1S(=O)(=O)CCC1.Cl[C:9]1[CH:14]=[C:13]([Cl:15])[N:12]=[CH:11][N:10]=1.[Cl:16][C:17]1[CH:23]=[CH:22][C:21]([CH3:24])=[CH:20][C:18]=1[NH2:19].N>C(Cl)Cl>[Cl:15][C:13]1[CH:14]=[C:9]([NH:19][C:18]2[CH:20]=[C:21]([CH3:24])[CH:22]=[CH:23][C:17]=2[Cl:16])[N:10]=[CH:11][N:12]=1. Reported procedure: Tetramethylene sulphone (10 ml) was added to 4,6-dichloropyrimidine (25.0 g, 170 mmol) and heated to 125° C. 2-Chloro-5-methylaniline (11.90 g, 84 mmol) was added portion wise over 20 mins. The reaction mixture was heated at 125° C. for 2 hours. The reaction was allowed to cool to room temperature and DCM (200 ml) was added. The mixture was basified to pH 9-10 with methanolic ammonia and evaporated onto silica (15 g). The residue was purified by column chromatography eluting with EtOAc:isohexane... The reactants are BrC1CCCC2=C(CC1)C(CC=C2)=O (8-bromo-l-benzocyclooctanone), FC1=C(C=CC=C1)[Sn](CCCC)(CCCC)CCCC (o-fluorophenyltributyl tin), [F-].[NH4+] (ammonium fluoride). Reagents/catalysts: [Pd].C1(=CC=CC=C1)P(C1=CC=CC=C1)C1=CC=CC=C1.C1(=CC=CC=C1)P(C1=CC=CC=C1)C1=CC=CC=C1.C1(=CC=CC=C1)P(C1=CC=CC=C1)C1=CC=CC=C1.C1(=CC=CC=C1)P(C1=CC=CC=C1)C1=CC=CC=C1 (tetrakis(triphenylphosphine) palladium), [Ag]=O (silver oxide). Run in CN(C=O)C (dimethylformamide). Reaction conditions: temperature 120 celsius, time 2 hour. Product: FC1=C(C=CC=C1)C1CCCC2=C(CC1)C(CC=C2)=O (8-(2-Fluorophenyl)-l-benzocyclooctanone). Isolated yield 39.3%. Reaction SMILES: Br[CH:2]1[CH2:9][CH2:8][C:7]2[C:10](=[O:14])[CH2:11][CH:12]=[CH:13][C:6]=2[CH2:5][CH2:4][CH2:3]1.[F:15][C:16]1[CH:21]=[CH:20][CH:19]=[CH:18][C:17]=1[Sn](CCCC)(CCCC)CCCC.[F-].[NH4+]>CN(C)C=O.[Pd].C1(P(C2C=CC=CC=2)C2C=CC=CC=2)C=CC=CC=1.C1(P(C2C=CC=CC=2)C2C=CC=CC=2)C=CC=CC=1.C1(P(C2C=CC=CC=2)C2C=CC=CC=2)C=CC=CC=1.C1(P(C2C=CC=CC=2)C2C=CC=CC=2)C=CC=CC=1.[Ag]=O>[F:15][C:16]1[CH:21]=[CH:20][CH:19]=[CH:18][C:17]=1[CH:2]1[CH2:9][CH2:8][C:7]2[C:10](=[O:14])[CH2:11][CH:12]=[CH:13][C:6]=2[CH2:5][CH2:4][CH2:3]1 |f:2.3,5.6.7.8.9|. Procedure: In 10 ml of dimethylformamide were dissolved 2.0 g (7.9 mmol) of 8-bromo-l-benzocyclooctanone, 0.27 g (0.23 mmol) of tetrakis(triphenylphosphine) palladium and 2.0 g (8.6 mmol) of silver oxide, 4.6 g (11.9 mmol) of o-fluorophenyltributyl tin was added thereto, and the mixture was stirred under an argon atmosphere at 120° C for 2 hours. After cooling, an aqueous solution of ammonium fluoride was added to the reaction solution, and then stirred at room temperature for 12 hours. The reaction soluti... The reactants are CS(=O)(=O)C1=C(C=CC(=C1)C1=CC=NC=C1)N (2-methanesulfonyl-4-pyridin-4-yl-phenylamine), FC1=CC2=C(SC(=C2C)S(=O)(=O)Cl)C=C1 (5-fluoro-3-methylbenzo[b]thiophene-2-sulphonyl chloride), [H-].[Na+] (sodium hydride). The solvent is O1CCCC1 (tetrahydrofurane). The product is CS(=O)(=O)C1=C(C=CC(=C1)C1=CC=NC=C1)NS(=O)(=O)C1=C(C2=C(S1)C=CC(=C2)F)C (5-Fluoro-3-methyl-benzo[b]thiophene-2-sulfonic acid(2-methanesulfonyl-4-pyridin-4-yl-phenyl)-amide). Isolated yield 5.2%. RXN SMILES: [CH3:1][S:2]([C:5]1[CH:10]=[C:9]([C:11]2[CH:16]=[CH:15][N:14]=[CH:13][CH:12]=2)[CH:8]=[CH:7][C:6]=1[NH2:17])(=[O:4])=[O:3].[F:18][C:19]1[CH:32]=[CH:31][C:22]2[S:23][C:24]([S:27](Cl)(=[O:29])=[O:28])=[C:25]([CH3:26])[C:21]=2[CH:20]=1.[H-].[Na+]>O1CCCC1>[CH3:1][S:2]([C:5]1[CH:10]=[C:9]([C:11]2[CH:12]=[CH:13][N:14]=[CH:15][CH:16]=2)[CH:8]=[CH:7][C:6]=1[NH:17][S:27]([C:24]1[S:23][C:22]2[CH:31]=[CH:32][C:19]([F:18])=[CH:20][C:21]=2[C:25]=1[CH3:26])(=[O:29])=[O:28])(=[O:4])=[O:3] |f:2.3|. Reported procedure: This compound was prepared in analogy to Example 20f starting from 2-methanesulfonyl-4-pyridin-4-yl-phenylamine (cf. Example 20c, 0.27 g) in tetrahydrofurane (10 ml) and 5-fluoro-3-methylbenzo[b]thiophene-2-sulphonyl chloride (0.265 g) with sodium hydride (0.10 g) at rt for 18 h to obtain the title compound (0.025 g) as a yellow foam. MS (ISN): 475.0 (M−H)− The reactants are O(C(C)C)C(C)C (2,2'-oxybispropane), COC(CNC(=S)NN1CCN(CC1)C1=CC=C(C=C1)OC)OC (N-(2,2-dimethoxyethyl)-N'-[4-(4-methoxyphenyl)-1-piperazinyl]thiourea), IC (iodomethane), C(C)(=O)O (acetic acid). Solvent: C(C)(=O)OCC (ethyl acetate). Run at time 2 day. Product: I.COC(CNC(=NN1CCN(CC1)C1=CC=C(C=C1)OC)SC)OC (methyl N-(2,2-dimethoxyethyl)-N'-[4-(4-methoxyphenyl)-1-piperazinyl]carbamimidothioate monohydroiodide). Isolated yield 80.0%. As a reaction SMILES: [CH3:1][O:2][CH:3]([O:23][CH3:24])[CH2:4][NH:5][C:6]([NH:8][N:9]1[CH2:14][CH2:13][N:12]([C:15]2[CH:20]=[CH:19][C:18]([O:21][CH3:22])=[CH:17][CH:16]=2)[CH2:11][CH2:10]1)=[S:7].[I:25]C.[C:27](O)(=O)C.O(C(C)C)C(C)C>C(OCC)(=O)C>[IH:25].[CH3:24][O:23][CH:3]([O:2][CH3:1])[CH2:4][NH:5][C:6]([S:7][CH3:27])=[N:8][N:9]1[CH2:14][CH2:13][N:12]([C:15]2[CH:20]=[CH:19][C:18]([O:21][CH3:22])=[CH:17][CH:16]=2)[CH2:11][CH2:10]1 |f:5.6|. Procedure details: A mixture of 5.3 parts of N-(2,2-dimethoxyethyl)-N'-[4-(4-methoxyphenyl)-1-piperazinyl]thiourea, 6 parts of iodomethane, 5 parts of acetic acid and 90 parts of ethyl acetate is stirred for 2 days at room temperature. Upon the addition of 2,2'-oxybispropane, the product is crystallized. It is filtered off and dried, yielding 6 parts (80%) of methyl N-(2,2-dimethoxyethyl)-N'-[4-(4-methoxyphenyl)-1-piperazinyl]carbamimidothioate monohydroiodide. Reactants: [Al](Cl)(Cl)Cl.O.O.O.O.O.O (AlCl3 hexahydrate), [Al] (aluminum), CC(=O)[O-].[Na+] (NaOAc). The solvent is O (DI water). Yields the product C(C)(=O)[O-].[Al+3].C(C)(=O)[O-].C(C)(=O)[O-] (Aluminum acetate), [Al] (aluminum), Al. As a reaction SMILES: [Al:1](Cl)(Cl)Cl.O.O.O.O.O.O.[Al:11].[CH3:12][C:13]([O-:15])=[O:14].[Na+]>O>[C:13]([O-:15])(=[O:14])[CH3:12].[Al+3:1].[C:13]([O-:15])(=[O:14])[CH3:12].[C:13]([O-:15])(=[O:14])[CH3:12].[Al:11] |f:0.1.2.3.4.5.6,8.9,11.12.13.14|. Reported procedure: Aluminum acetate buffer solution—A solution of aluminum was prepared by dissolving 0.1028 g of AlCl3 hexahydrate in 42.6 mL DI water. A 4 mL aliquot of the aluminum solution was mixed with 16 mL of a 0.1 M NaOAc solution at pH 4 to provide a 2 mM Al stock solution.